This data is from the Open Reaction Database (ORD), a public repository of structured organic reaction records. The task is: describe an organic reaction: reactants, conditions, products, and yield Starting materials: CC=1C(=C(C(=CC1[N+](=O)[O-])C)NC(C)=O)[N+](=O)[O-] (N-(3,6-dimethyl-2.4-dinitro-phenyl)-acetamide), S(O)(O)(=O)=O (sulfuric acid), O (water). The solvent is C(C)O (ethanol). Yields the product CC=1C(=C(C(=CC1[N+](=O)[O-])C)N)[N+](=O)[O-] (3,6-dimethyl-2.4-dinitro-phenylamine). Yield: 85.8%. As a reaction SMILES: [CH3:1][C:2]1[C:3]([N+:16]([O-:18])=[O:17])=[C:4]([NH:12]C(=O)C)[C:5]([CH3:11])=[CH:6][C:7]=1[N+:8]([O-:10])=[O:9].S(=O)(=O)(O)O.O>C(O)C>[CH3:1][C:2]1[C:3]([N+:16]([O-:18])=[O:17])=[C:4]([NH2:12])[C:5]([CH3:11])=[CH:6][C:7]=1[N+:8]([O-:10])=[O:9]. Reported procedure: A mixture of N-(3,6-dimethyl-2.4-dinitro-phenyl)-acetamide (14.4 g, from above), concentrated sulfuric acid (15 mL), water (30 mL) and ethanol (150 mL) was heated at reflux for 24 hr. The precipitated product was filtered, washed with little ethanol and dried to afford 3,6-dimethyl-2.4-dinitro-phenylamine (10.3 g). Starting materials: CC(C)(C)c1cccc(C=O)c1O, C=CC#N, C1CN2CCN1CC2, [Na+], [OH-]. The product is CC(C)(C)c1cccc2c1OCC(C#N)=C2. Reaction SMILES: [C:1]([CH3:2])([CH3:3])([CH3:4])[c:5]1[c:6]([OH:13])[c:7]([CH:8]=[O:9])[cH:10][cH:11][cH:12]1.[CH2:14]=[CH:15][C:16]#[N:17].[N:18]12[CH2:19][CH2:20][N:21]([CH2:22][CH2:23]1)[CH2:24][CH2:25]2.[Na+:27].[OH-:26]>>[C:1]([CH3:2])([CH3:3])([CH3:4])[c:5]1[c:6]2[c:7]([cH:10][cH:11][cH:12]1)[CH:8]=[C:15]([C:16]#[N:17])[CH2:14][O:13]2. RXN SMILES: [S:1]1[C:5]([C:6]([O:8][CH3:9])=[O:7])=[C:4](C(OC)=O)[S:3][C:2]1=[S:14].O.[Br-].[Li+].O>CN(C)P(=O)(N(C)C)N(C)C>[S:3]1[CH:4]=[C:5]([C:6]([O:8][CH3:9])=[O:7])[S:1][C:2]1=[S:14] |f:1.2.3|. Starting materials: resultant mixture, O (water), S1C(SC(=C1C(=O)OC)C(=O)OC)=S (dimethyl 1,3-dithiol-2-thion-4,5-dicarboxylate), O.[Br-].[Li+] (lithium bromide monohydrate). Yields the product yellow acicular crystals, S1C(SC(=C1)C(=O)OC)=S (methyl 1,3-dithiol-2-thione-4-carboxylate). Reported procedure: 30 Grams (0.12 mol) of dimethyl 1,3-dithiol-2-thion-4,5-dicarboxylate synthesized according to the method of G. C. Papavassiliou, et al [Synthetic Metals, Vol. 27 (1988) B-373-B378] was dissolved in 30 ml of hexamethylphosphorictriamide (HMPA), and 12.6 g (0.12 mol) of lithium bromide monohydrate was added. The resultant mixture was heated at 60° C. for 1 hour, the reaction mixture was allowed to cool to room temperature, 200 ml of water was added, and a yellow solid formed was separated by filt... The solvent is CN(P(N(C)C)(N(C)C)=O)C (hexamethylphosphorictriamide). The yield is 70.0%. The reactants are C1(C=2C(C(N1CC(=O)Cl)=O)=CC=CC2)=O (2-phthalimidoacetyl chloride), Br.Br.ClC=1C=CC(=C(C(=O)C2=CC=CC=C2)C1)N1C(=NN=C1C)CN (5-chloro-2-(3-aminomethyl-5-methyl-4H-1,2,4-triazol-4-yl)-benzophenone dihydrobromide), C(C)(=O)OCC (ethyl acetate), C([O-])(O)=O.[Na+] (sodium bicarbonate). The solvent is C1=CC=CC=C1 (benzene), CN(C=O)C (dimethylformamide). Product: ClC=1C=CC(=C(C(=O)C2=CC=CC=C2)C1)N1C(=NN=C1C)CNC(CN1C(C=2C(C1=O)=CC=CC2)=O)=O (5-chloro-2-[3-(2-phthalimidoacetamidomethyl)-5-methyl-4H-1,2,4-triazol-4-yl]-benzophenone). Isolated yield 69.4%. Reaction SMILES: [C:1]1(=[O:15])[N:5]([CH2:6][C:7](Cl)=[O:8])[C:4](=[O:10])[C:3]2=[CH:11][CH:12]=[CH:13][CH:14]=[C:2]12.Br.Br.[Cl:18][C:19]1[CH:20]=[CH:21][C:22]([N:33]2[C:37]([CH3:38])=[N:36][N:35]=[C:34]2[CH2:39][NH2:40])=[C:23]([CH:32]=1)[C:24]([C:26]1[CH:31]=[CH:30][CH:29]=[CH:28][CH:27]=1)=[O:25].C(=O)(O)[O-].[Na+].C(OCC)(=O)C>C1C=CC=CC=1.CN(C)C=O>[Cl:18][C:19]1[CH:20]=[CH:21][C:22]([N:33]2[C:37]([CH3:38])=[N:36][N:35]=[C:34]2[CH2:39][NH:40][C:7](=[O:8])[CH2:6][N:5]2[C:4](=[O:10])[C:3]3=[CH:11][CH:12]=[CH:13][CH:14]=[C:2]3[C:1]2=[O:15])=[C:23]([CH:32]=1)[C:24]([C:26]1[CH:27]=[CH:28][CH:29]=[CH:30][CH:31]=1)=[O:25] |f:1.2.3,4.5|. Procedure: To a solution of 2-phthalimidoacetyl chloride (1.5 g) in benzene (20 ml) and dimethylformamide (10 ml), 5-chloro-2-(3-aminomethyl-5-methyl-4H-1,2,4-triazol-4-yl)-benzophenone dihydrobromide (2.3 g) is added under ice cooling and stirring, and the temperature within the flask is gradually returned to room temperature. The reaction mixture is allowed to stand at room temperature, neutralized with saturated aqueous sodium bicarbonate, and shaken with ethyl acetate. The precipitated crystals are fil...